The task is: describe an organic reaction: reactants, conditions, products, and yield. This data is from the Open Reaction Database (ORD), a public repository of structured organic reaction records. Reactants: C1=CC=NC(=C1)OC(=S)OC2=CC=CC=N2 (di-2-pyridyl thionocarbonate), NC1=C2C(=CNC2=CC=C1)Cl (4-amino-3-chloroindole). Reagents/catalysts: CN(C1=CC=NC=C1)C (4-Dimethylaminopyridine). Solvent: C(Cl)Cl (methylene chloride). Reaction conditions: time 1 hour. Yields the product ClC1=CNC2=CC=CC(=C12)N=C=S (3-chloro-4-isothiocyanatoindole). Isolated yield 86.8%. Reaction SMILES: C1C=C(O[C:8](OC2N=CC=CC=2)=[S:9])N=CC=1.[NH2:17][C:18]1[CH:26]=[CH:25][CH:24]=[C:23]2[C:19]=1[C:20]([Cl:27])=[CH:21][NH:22]2>CN(C)C1C=CN=CC=1.C(Cl)Cl>[Cl:27][C:20]1[C:19]2[C:23](=[CH:24][CH:25]=[CH:26][C:18]=2[N:17]=[C:8]=[S:9])[NH:22][CH:21]=1. Reported procedure: 4-Dimethylaminopyridine (0.031 g, 0.256 mmol) and di-2-pyridyl thionocarbonate (0.983 g, 4.23 mmol) are added to a solution of 4-amino-3-chloroindole (0.655 g, 2.82 mmol) in methylene chloride. The resulting mixture is stirred at room temperature for 1 hour. The volatile organics are removed by rotary evaporation and the crude residue is purified via silica gel column chromatography using 20% ethyl acetate/hexanes as the eluent. The appropriate fractions are combined and the solvents removed by ... Reactants: ClC1=C(C(=O)OC)C=CC(=C1C)S(=O)(=O)C (methyl 2-chloro-3-methyl-4-methylsulfonylbenzoate), BrN1C(CCC1=O)=O (N-bromosuccinimide). The solvent is C(Cl)(Cl)(Cl)Cl (carbon tetrachloride). Product: BrCC=1C(=C(C(=O)OC)C=CC1S(=O)(=O)C)Cl (methyl 3-bromomethyl-2-chloro-4-methylsulfonylbenzoate). Isolated yield 70.4%. RXN SMILES: [Cl:1][C:2]1[C:11]([CH3:12])=[C:10]([S:13]([CH3:16])(=[O:15])=[O:14])[CH:9]=[CH:8][C:3]=1[C:4]([O:6][CH3:7])=[O:5].[Br:17]N1C(=O)CCC1=O>C(Cl)(Cl)(Cl)Cl>[Br:17][CH2:12][C:11]1[C:2]([Cl:1])=[C:3]([CH:8]=[CH:9][C:10]=1[S:13]([CH3:16])(=[O:15])=[O:14])[C:4]([O:6][CH3:7])=[O:5]. Procedure details: 82 g (0.31 mol) of methyl 2-chloro-3-methyl-4-methylsulfonylbenzoate were dissolved in 2 1 of carbon tetrachloride, and 56 g (0.31 mol) of N-bromosuccinimide were added a little at a time while the mixture was exposed to light. The reaction mixture was filtered, the filtrate was concentrated and the residue was taken up in 200 ml of methyl tert-butyl ether. The solution was admixed with petroleum ether and the precipitated solid was filtered off with suction and dried. 74.5 g (70% of theory) of ... Starting materials: C(C)(=O)NC=1N=C(SC1C1=CC=CC=C1)Br (4-acetamido-2-bromo-5-phenylthiazole), C(C)(=O)[O-].[Na+] (sodium acetate), [H][H] (hydrogen). The reagents and catalysts are [Pd] (Pd/C). Solvent: CO (methanol). The product is C(C)(=O)NC=1N=CSC1C1=CC=CC=C1 (4-acetamido-5-phenylthiazole). The yield is 12.8%. RXN SMILES: [C:1]([NH:4][C:5]1[N:6]=[C:7](Br)[S:8][C:9]=1[C:10]1[CH:15]=[CH:14][CH:13]=[CH:12][CH:11]=1)(=[O:3])[CH3:2].C([O-])(=O)C.[Na+].[H][H]>CO.[Pd]>[C:1]([NH:4][C:5]1[N:6]=[CH:7][S:8][C:9]=1[C:10]1[CH:15]=[CH:14][CH:13]=[CH:12][CH:11]=1)(=[O:3])[CH3:2] |f:1.2|. Procedure details: A solution of 4-acetamido-2-bromo-5-phenylthiazole (U.S. Pat. No. 3,244,723) (5.5 g) and sodium acetate (1.55 g) in methanol (110 ml) was hydrogenated at atmospheric pressure over 10% Pd/C catalyst until the theoretical uptake of hydrogen had occurred. The catalyst was removed by filtration and washed with methanol and the filtrate was evaporated to dryness. The residue was recrystallised three times from benzene-petroleum ether (b.p. 60°-80° C.) to give 4-acetamido-5-phenylthiazole (1.5 g) m.p.... As a reaction SMILES: [CH2:15]([c:16]1[cH:17][cH:18][cH:19][cH:20][cH:21]1)[NH:22][C:23](=[O:24])[c:25]1[c:26]([CH3:38])[n:27][c:28](-[n:30]2[c:31](=[O:37])[cH:32][c:33]([OH:36])[cH:34][cH:35]2)[s:29]1.[Cl:1][CH2:2][c:3]1[o:4][c:5](-[c:8]2[cH:9][cH:10][c:11]([Cl:14])[cH:12][cH:13]2)[n:6][n:7]1>>[CH2:2]([c:3]1[o:4][c:5](-[c:8]2[cH:9][cH:10][c:11]([Cl:14])[cH:12][cH:13]2)[n:6][n:7]1)[O:36][c:33]1[cH:32][c:31](=[O:37])[n:30](-[c:28]2[n:27][c:26]([CH3:38])[c:25]([C:23]([NH:22][CH2:15][c:16]3[cH:17][cH:18][cH:19][cH:20][cH:21]3)=[O:24])[s:29]2)[cH:35][cH:34]1. Product: Cc1nc(-n2ccc(OCc3nnc(-c4ccc(Cl)cc4)o3)cc2=O)sc1C(=O)NCc1ccccc1. Starting materials: Cc1nc(-n2ccc(O)cc2=O)sc1C(=O)NCc1ccccc1, ClCc1nnc(-c2ccc(Cl)cc2)o1.